The task is: describe an organic reaction: reactants, conditions, products, and yield. This data is from the Open Reaction Database (ORD), a public repository of structured organic reaction records. Reaction SMILES: [ClH:1].[ClH:2].[ClH:3].[O:28]1[CH2:29][CH2:30][N:31]([c:34]2[n:35][cH:36][c:37]([C:40](=[O:41])[OH:42])[n:38][cH:39]2)[CH2:32][CH2:33]1.[O:4]1[CH2:5][CH2:6][c:7]2[c:8]1[c:9]([N:13]1[CH2:14][CH2:15][N:16]([CH2:19][CH2:20][CH:21]3[CH2:22][CH2:23][CH:24]([NH2:27])[CH2:25][CH2:26]3)[CH2:17][CH2:18]1)[n:10][cH:11][cH:12]2>>[O:4]1[CH2:5][CH2:6][c:7]2[c:8]1[c:9]([N:13]1[CH2:14][CH2:15][N:16]([CH2:19][CH2:20][CH:21]3[CH2:22][CH2:23][CH:24]([NH:27][C:40]([c:37]4[cH:36][n:35][c:34]([N:31]5[CH2:30][CH2:29][O:28][CH2:33][CH2:32]5)[cH:39][n:38]4)=[O:41])[CH2:25][CH2:26]3)[CH2:17][CH2:18]1)[n:10][cH:11][cH:12]2. Product: O=C(NC1CCC(CCN2CCN(c3nccc4c3OCC4)CC2)CC1)c1cnc(N2CCOCC2)cn1. Reactants: Cl, Cl, Cl, O=C(O)c1cnc(N2CCOCC2)cn1, NC1CCC(CCN2CCN(c3nccc4c3OCC4)CC2)CC1.